Dataset: the Open Reaction Database (ORD), a public repository of structured organic reaction records. Task: describe an organic reaction: reactants, conditions, products, and yield The product is C1(=CC=C(C=C1)C(C(C)NC(=O)CC(CC(=O)O)C)CC1=CC2=CC=CC=C2C=C1)C1=CC=CC=C1 (4-[N-{(1RS, 2RS)-2-(4-biphenylyl)-1-methyl-3-(2-naphthyl)propyl}carbamoyl]-3-methylbutanoic acid). As a reaction SMILES: [C:1]1([C:22]2[CH:27]=[CH:26][CH:25]=[CH:24][CH:23]=2)[CH:6]=[CH:5][C:4]([CH:7]([CH2:11][C:12]2[CH:21]=[CH:20][C:19]3[C:14](=[CH:15][CH:16]=[CH:17][CH:18]=3)[CH:13]=2)[CH:8]([NH2:10])[CH3:9])=[CH:3][CH:2]=1.[CH3:28][CH:29]1[CH2:35][C:34](=[O:36])[O:33][C:31](=[O:32])[CH2:30]1>>[C:1]1([C:22]2[CH:23]=[CH:24][CH:25]=[CH:26][CH:27]=2)[CH:6]=[CH:5][C:4]([CH:7]([CH2:11][C:12]2[CH:21]=[CH:20][C:19]3[C:14](=[CH:15][CH:16]=[CH:17][CH:18]=3)[CH:13]=2)[CH:8]([NH:10][C:34]([CH2:35][CH:29]([CH3:28])[CH2:30][C:31]([OH:33])=[O:32])=[O:36])[CH3:9])=[CH:3][CH:2]=1. Reactants: Compounds, C1(=CC=C(C=C1)C(C(C)N)CC1=CC2=CC=CC=C2C=C1)C1=CC=CC=C1 ((1RS, 2RS)-2-(4-biphenylyl)-1-methyl-3-(2-naphthyl)propylamine), CC1CC(=O)OC(C1)=O (3-methylglutaric anhydride), amine, acid anhydrides. Reported procedure: Compounds of Examples 57 to 65 were prepared in the same manner as in Example 56 except that (1RS, 2RS)-2-(4-biphenylyl)-1-methyl-3-(2-naphthyl)propylamine and/or 3-methylglutaric anhydride used as the starting materials in the above reaction were changed to the corresponding amine compounds and/or acid anhydrides. Starting materials: FCI, c1ccc(P(c2ccccc2)c2ccccc2)cc1, c1ccccc1. Product: [I-], FC[P+](c1ccccc1)(c1ccccc1)c1ccccc1. Reaction SMILES: [F:20][CH2:21][I:22].[c:1]1([P:7]([c:8]2[cH:9][cH:10][cH:11][cH:12][cH:13]2)[c:14]2[cH:15][cH:16][cH:17][cH:18][cH:19]2)[cH:2][cH:3][cH:4][cH:5][cH:6]1.[cH:23]1[cH:24][cH:25][cH:26][cH:27][cH:28]1>>[I-:22].[c:1]1([P+:7]([c:8]2[cH:9][cH:10][cH:11][cH:12][cH:13]2)([c:14]2[cH:15][cH:16][cH:17][cH:18][cH:19]2)[CH2:21][F:20])[cH:2][cH:3][cH:4][cH:5][cH:6]1.